Dataset: the Open Reaction Database (ORD), a public repository of structured organic reaction records. Task: describe an organic reaction: reactants, conditions, products, and yield The reactants are CCN(Cc1cc(Br)ccc1OCc1ccccc1)c1ccc(C(=O)O)cn1, CCCS(N)(=O)=O, CN(C)c1ncccn1, CC(CCCN(C)C)N=C=N, ClCCl, Cl, Cl. Yields the product CCCS(=O)(=O)NC(=O)c1ccc(N(CC)Cc2cc(Br)ccc2OCc2ccccc2)nc1. RXN SMILES: [CH2:1]([c:2]1[cH:3][cH:4][cH:5][cH:6][cH:7]1)[O:8][c:9]1[c:10]([CH2:11][N:12]([CH2:13][CH3:14])[c:15]2[n:16][cH:17][c:18]([C:21](=[O:22])[OH:23])[cH:19][cH:20]2)[cH:24][c:25]([Br:28])[cH:26][cH:27]1.[CH2:29]([CH2:30][CH3:31])[S:32](=[O:33])(=[O:34])[NH2:35].[CH3:36][N:37]([c:38]1[n:39][cH:40][cH:41][cH:42][n:43]1)[CH3:44].[CH3:46][N:47]([CH3:48])[CH2:49][CH2:50][CH2:51][CH:52]([N:53]=[C:54]=[NH:55])[CH3:56].[Cl:58][CH2:59][Cl:60].[ClH:45].[ClH:57]>>[CH2:1]([c:2]1[cH:3][cH:4][cH:5][cH:6][cH:7]1)[O:8][c:9]1[c:10]([CH2:11][N:12]([CH2:13][CH3:14])[c:15]2[n:16][cH:17][c:18]([C:21](=[O:23])[NH:35][S:32]([CH2:29][CH2:30][CH3:31])(=[O:33])=[O:34])[cH:19][cH:20]2)[cH:24][c:25]([Br:28])[cH:26][cH:27]1. The reactants are CN1CC2=C(N(C=3C=CC(=CC23)C)CC(=O)O)CC1 (2-(1,2,3,4-tetrahydro-2,8-dimethylpyrido[4,3-b]indol-5-yl)acetic acid), C1NCCC2=CC=CC=C12 (1, 2, 3, 4 Tetrahydroisoquinoline), C1CCC(CC1)N=C=NC2CCCCC2 (DCC). The reagents and catalysts are CN(C)C=1C=CN=CC1 (DMAP). Solvent: C(Cl)Cl (DCM). Run at time 3 hour. Yields the product CN1CC2=C(N(C=3C=CC(=CC23)C)CC(=O)N2CC3=CC=CC=C3CC2)CC1 (2-(1,2,3,4-tetrahydro-2,8-dimethylpyrido[4,3-b]indol-5-yl)-1-(3,4-dihydroisoquinolin-2(1H)-yl)ethanone). The yield is 10.3%. Reaction SMILES: [CH3:1][N:2]1[CH2:19][CH2:18][C:5]2[N:6]([CH2:14][C:15]([OH:17])=O)[C:7]3[CH:8]=[CH:9][C:10]([CH3:13])=[CH:11][C:12]=3[C:4]=2[CH2:3]1.[CH2:20]1[C:29]2[C:24](=[CH:25][CH:26]=[CH:27][CH:28]=2)[CH2:23][CH2:22][NH:21]1.C1CCC(N=C=NC2CCCCC2)CC1>CN(C1C=CN=CC=1)C.C(Cl)Cl>[CH3:1][N:2]1[CH2:3][CH2:4][C:5]2[N:6]([CH2:14][C:15]([N:21]3[CH2:22][CH2:23][C:24]4[C:29](=[CH:28][CH:27]=[CH:26][CH:25]=4)[CH2:20]3)=[O:17])[C:7]3[CH:12]=[CH:11][C:10]([CH3:13])=[CH:9][C:8]=3[C:18]=2[CH2:19]1. Procedure details: A mixture of 2-(1,2,3,4-tetrahydro-2,8-dimethylpyrido[4,3-b]indol-5-yl)acetic acid (50 mg, 0.205 mmol), 1, 2, 3, 4 Tetrahydroisoquinoline (25 mg, 0.205 mmol), DCC (46 mg, 0.22 mmol), and DMAP (27 mg, 0.22 mmol) in dry DCM (2.0 mL) was stirred at room temperature for 3 h. The reaction mixture was filtered through Celite and concentrated using rotary evaporator afforded 7.9 mg of 2-(1,2,3,4-tetrahydro-2,8-dimethylpyrido[4,3-b]indol-5-yl)-1-(3,4-dihydroisoquinolin-2(1H)-yl)ethanone as TFA Salt afte... Reported procedure: A mixture of methyl 2-(4-(3-fluoro-4-(trifluoromethylsulfonyloxy)phenyl)cyclohexyl)acetate (190 mg, 0.477 mmol), 2-{[tert-butyl(dimethyl)silyl]oxy}ethanamine (100 mg, 0.572 mmol), cesium carbonate (171 mg, 0.525 mmol), palladium acetate (11 mg, 0.048 mmol) and (X-PHOS) (23 mg, 0.048 mmol) in toluene (5 mL), under nitrogen, was heated in a sealed tube at 120° C. for 16 hours. The reaction was cooled, diluted into EtOAc, washed with water (2×), saturated aqueous brine, dried over sodium sulfate an... Reactants: FC=1C=C(C=CC1OS(=O)(=O)C(F)(F)F)C1CCC(CC1)CC(=O)OC (methyl 2-(4-(3-fluoro-4-(trifluoromethylsulfonyloxy)phenyl)cyclohexyl)acetate), [Si](C)(C)(C(C)(C)C)OCCN (2-{[tert-butyl(dimethyl)silyl]oxy}ethanamine), C([O-])([O-])=O.[Cs+].[Cs+] (cesium carbonate), CC(C)C1=CC(=C(C(=C1)C(C)C)C2=C(C=CC=C2)P(C3CCCCC3)C4CCCCC4)C(C)C (X-PHOS). Conditions: temperature 120 celsius. Solvent: CCOC(=O)C (EtOAc), C1(=CC=CC=C1)C (toluene), CCCCCCC (heptane), CCOC(=O)C (EtOAc). Yields the product C(C)(C)(C)[Si](OCCNC1=C(C=C(C=C1)C1CCC(CC1)CC(=O)OC)F)(C)C (methyl 2-(4-(4-(2-(tert-butyldimethyl-silyloxy)ethylamino)-3-fluorophenyl)-cyclohexyl)acetate). As a reaction SMILES: [F:1][C:2]1[CH:3]=[C:4]([CH:16]2[CH2:21][CH2:20][CH:19]([CH2:22][C:23]([O:25][CH3:26])=[O:24])[CH2:18][CH2:17]2)[CH:5]=[CH:6][C:7]=1OS(C(F)(F)F)(=O)=O.[Si:27]([O:34][CH2:35][CH2:36][NH2:37])([C:30]([CH3:33])([CH3:32])[CH3:31])([CH3:29])[CH3:28].C(=O)([O-])[O-].[Cs+].[Cs+].CC(C1C=C(C(C)C)C(C2C=CC=CC=2P(C2CCCCC2)C2CCCCC2)=C(C(C)C)C=1)C>C1(C)C=CC=CC=1.C([O-])(=O)C.[Pd+2].C([O-])(=O)C.CCCCCCC.CCOC(C)=O>[C:30]([Si:27]([CH3:29])([CH3:28])[O:34][CH2:35][CH2:36][NH:37][C:7]1[CH:6]=[CH:5][C:4]([CH:16]2[CH2:21][CH2:20][CH:19]([CH2:22][C:23]([O:25][CH3:26])=[O:24])[CH2:18][CH2:17]2)=[CH:3][C:2]=1[F:1])([CH3:33])([CH3:32])[CH3:31] |f:2.3.4,7.8.9|. The reagents and catalysts are C(C)(=O)[O-].[Pd+2].C(C)(=O)[O-] (palladium acetate). Reactants: B(F)(F)F.CCOCC (BF3.OEt2), CC(C)C[AlH]CC(C)C (DIBAL-H), BrC1=CC(=C(C(=C1)C)CC(=O)OC)C (methyl 2-(4-bromo-2,6-dimethylphenyl)acetate), [Si](C)(C)(C(C)(C)C)OC(=C)OC (1-(tert-Butyldimethylsilyloxy)-1-methoxyethene). Run in C(Cl)Cl (CH2Cl2). Conditions: time 1 hour. Product: BrC1=CC(=C(C(=C1)C)CC(CC(=O)OC)O)C (Methyl 4-(4-bromo-2,6-dimethylphenyl)-3-hydroxybutanoate). Isolated yield 67.1%. RXN SMILES: CC(C[AlH]CC(C)C)C.[Br:10][C:11]1[CH:16]=[C:15]([CH3:17])[C:14]([CH2:18][C:19]([O:21]C)=O)=[C:13]([CH3:23])[CH:12]=1.[Si]([O:31][C:32]([O:34][CH3:35])=[CH2:33])(C(C)(C)C)(C)C.B(F)(F)F.CCOCC>C(Cl)Cl>[Br:10][C:11]1[CH:12]=[C:13]([CH3:23])[C:14]([CH2:18][CH:19]([OH:21])[CH2:33][C:32]([O:34][CH3:35])=[O:31])=[C:15]([CH3:17])[CH:16]=1 |f:3.4|. Reported procedure: DIBAL-H (8.66 mL, 12.99 mmol) was added dropwise to a solution of methyl 2-(4-bromo-2,6-dimethylphenyl)acetate (3.18 g, 12.37 mmol) in CH2Cl2 (60 mL) at −78° C. and stirred for 1 h. 1-(tert-Butyldimethylsilyloxy)-1-methoxyethene (4.05 mL, 18.55 mmol) followed by BF3.OEt2 (1.959 mL, 15.46 mmol) were added. The reaction was stirred at −78° C. for 20 min and then allowed to warm to rt. The reaction was quenched by the addition of 10 mL of 1.0 M HCl, extracted with dichloromethane. The combined orga...